This data is from the Open Reaction Database (ORD), a public repository of structured organic reaction records. The task is: describe an organic reaction: reactants, conditions, products, and yield The reactants are O=C([O-])[O-], CN(C)C=O, [Cl-], Oc1ccc(Cl)c(Cl)c1, C#CCOc1cc(Cl)ncn1, [K+], [K+], [NH4+]. The product is C#CCOc1cc(Oc2ccc(Cl)c(Cl)c2)ncn1. As a reaction SMILES: [C:12](=[O:13])([O-:14])[O-:15].[CH3:29][N:30]([CH3:31])[CH:32]=[O:33].[Cl-:27].[Cl:18][c:19]1[cH:20][c:21]([OH:26])[cH:22][cH:23][c:24]1[Cl:25].[Cl:1][c:2]1[n:3][cH:4][n:5][c:6]([O:8][CH2:9][C:10]#[CH:11])[cH:7]1.[K+:16].[K+:17].[NH4+:28]>>[c:2]1([O:26][c:21]2[cH:20][c:19]([Cl:18])[c:24]([Cl:25])[cH:23][cH:22]2)[n:3][cH:4][n:5][c:6]([O:8][CH2:9][C:10]#[CH:11])[cH:7]1. Reactants: [Na].OCC(CO)NC(=O)C1=C(C(=C(C(=C1I)O)I)C(=O)NC(CO)CO)I (N,N'-bis[2-hydroxy-1-(hydroxymethyl)ethyl]-5-hydroxy-2,4,6-triiodo-1,3-benzenedicarboxamide sodium salt), R-2-[[(4-methylphenyl)sulfonyl]oxy]propanamide. The solvent is COCCO (methyl cellosolve). Run at temperature 80 celsius, time 8 hour. The product is NC([C@@H](OC=1C(=C(C(=C(C1I)C(=O)NC(CO)CO)I)C(=O)NC(CO)CO)I)C)=O ((S)-5-(2-amino-1-methyl-2-oxoethoxy)-N,N'-bis[2-hydroxy-1-(hydroxymethyl)ethyl]-2,4,6-triiodo-1,3-benzenedicarboxamide). The yield is 90.3%. Reaction SMILES: [Na].[OH:2][CH2:3][CH:4]([NH:7][C:8]([C:10]1[C:15]([I:16])=[C:14]([OH:17])[C:13]([I:18])=[C:12]([C:19]([NH:21][CH:22]([CH2:25][OH:26])[CH2:23][OH:24])=[O:20])[C:11]=1[I:27])=[O:9])[CH2:5][OH:6]>COCCO>[NH2:7][C:8](=[O:9])[C@H:10]([CH3:11])[O:17][C:14]1[C:15]([I:16])=[C:10]([C:8]([NH:7][CH:4]([CH2:5][OH:6])[CH2:3][OH:2])=[O:9])[C:11]([I:27])=[C:12]([C:19]([NH:21][CH:22]([CH2:25][OH:26])[CH2:23][OH:24])=[O:20])[C:13]=1[I:18] |f:0.1,^1:0|. Procedure details: To a solution of 21.8 g of N,N'-bis[2-hydroxy-1-(hydroxymethyl)ethyl]-5-hydroxy-2,4,6-triiodo-1,3-benzenedicarboxamide sodium salt (prepared according to the procedure described in patent EP 185130) (0.03 mol) in 70 mL of methyl cellosolve, heated to 80° C., 14.6 g of R-2-[[(4-methylphenyl)sulfonyl]oxy]propanamide (prepared according to the procedure described in Markert, F. Chem. Ber. 1927, 60, 2456) (0.056 mol) are added and the resulting mixture is kept under stirring in the same conditions f... The reactants are CO, COC(=O)c1ncn2c1CN=C(c1ccccc1)c1cc(Cl)ccc1-2, [K+], [OH-], O. Product: O=C(O)c1ncn2c1CN=C(c1ccccc1)c1cc(Cl)ccc1-2. As a reaction SMILES: [CH3:29][OH:30].[Cl:1][c:2]1[cH:3][cH:4][c:5]2[c:6]([cH:25]1)[C:7]([c:19]1[cH:20][cH:21][cH:22][cH:23][cH:24]1)=[N:8][CH2:9][c:10]1[n:11]-2[cH:12][n:13][c:14]1[C:15](=[O:16])[O:17][CH3:18].[K+:27].[OH-:26].[OH2:28]>>[Cl:1][c:2]1[cH:3][cH:4][c:5]2[c:6]([cH:25]1)[C:7]([c:19]1[cH:20][cH:21][cH:22][cH:23][cH:24]1)=[N:8][CH2:9][c:10]1[n:11]-2[cH:12][n:13][c:14]1[C:15](=[O:16])[OH:17]. Starting materials: NCC=1NC(C2=C(N1)CCOC2)=O (2-aminomethyl-3,5,7,8-tetrahydro-pyrano[4,3-d]pyrimidin-4-one), BrCC1=CC=C(C=C1)F (1-(bromomethyl)-4-fluorobenzene), CCCCCC (hexane), CO (methanol). The solvent is C(C)O (ethanol), ClCCl (dichloromethane). Product: FC1=CC=C(CNCC=2NC(C3=C(N2)CCOC3)=O)C=C1 (2-((4-Fluorobenzylamino)methyl)-7,8-dihydro-3H-pyrano[4,3-d]pyrimidin-4(5H)-one). Isolated yield 83.8%. RXN SMILES: [NH2:1][CH2:2][C:3]1[NH:4][C:5](=[O:13])[C:6]2[CH2:12][O:11][CH2:10][CH2:9][C:7]=2[N:8]=1.Br[CH2:15][C:16]1[CH:21]=[CH:20][C:19]([F:22])=[CH:18][CH:17]=1.CCCCCC.CO>C(O)C.ClCCl>[F:22][C:19]1[CH:20]=[CH:21][C:16]([CH2:15][NH:1][CH2:2][C:3]2[NH:4][C:5](=[O:13])[C:6]3[CH2:12][O:11][CH2:10][CH2:9][C:7]=3[N:8]=2)=[CH:17][CH:18]=1. Reported procedure: A mixture of 2-aminomethyl-3,5,7,8-tetrahydro-pyrano[4,3-d]pyrimidin-4-one (150 mg, 0.83 mmol) and 1-(bromomethyl)-4-fluorobenzene (83 μL 0.66 mmol) was heated via microwave in ethanol (5 mL) at 120° C. for 5 minutes. The reaction mixture was concentrated in vacuo and the residue was purified via flash column chromatography (ethyl acetate:hexane, 20:80 to 100:0 and then methanol: dichloromethane, 1:99 to 30:70) to provide the title compound (160 mg, 67% yield). MS m/z 290.2 (M+1), retention time... Starting materials: N[C@H]1C2=C(C3=C(N(C1=O)CC1CC1)C=CC=C3)C=CC=C2 ((S)-7-amino-5-cyclopropylmethyl-5H,7H-dibenzo[b,d]azepin-6-one), COC(C(=O)O)C(=O)NCC(C(F)(F)F)(F)F (2-methoxy-N-(2,2,3,3,3-pentafluoro-propyl)-malonamic acid). Yields the product C1(CC1)CN1C2=C(C3=C([C@@H](C1=O)NC(C(C(=O)NCC(C(F)(F)F)(F)F)OC)=O)C=CC=C3)C=CC=C2 (N-((S)-5-cyclopropylmethyl-6-oxo-6,7-dihydro-5H-dibenzo[b,d]azepin-7-yl)-2-methoxy-N′-(2,2,3,3,3-pentafluoro-propyl)-malonamide). RXN SMILES: [NH2:1][C@@H:2]1[C:8](=[O:9])[N:7]([CH2:10][CH:11]2[CH2:13][CH2:12]2)[C:6]2[CH:14]=[CH:15][CH:16]=[CH:17][C:5]=2[C:4]2[CH:18]=[CH:19][CH:20]=[CH:21][C:3]1=2.[CH3:22][O:23][CH:24]([C:28]([NH:30][CH2:31][C:32]([F:38])([F:37])[C:33]([F:36])([F:35])[F:34])=[O:29])[C:25](O)=[O:26]>>[CH:11]1([CH2:10][N:7]2[C:8](=[O:9])[C@@H:2]([NH:1][C:25](=[O:26])[CH:24]([O:23][CH3:22])[C:28]([NH:30][CH2:31][C:32]([F:37])([F:38])[C:33]([F:34])([F:36])[F:35])=[O:29])[C:3]3[CH:21]=[CH:20][CH:19]=[CH:18][C:4]=3[C:5]3[CH:17]=[CH:16][CH:15]=[CH:14][C:6]2=3)[CH2:13][CH2:12]1. Procedure details: (S)-7-amino-5-cyclopropylmethyl-5H,7H-dibenzo[b,d]azepin-6-one was coupled with 2-methoxy-N-(2,2,3,3,3-pentafluoro-propyl)-malonamic acid in analogy to the description in example 73 to yield N-((S)-5-cyclopropylmethyl-6-oxo-6,7-dihydro-5H-dibenzo[b,d]azepin-7-yl)-2-methoxy-N′-(2,2,3,3,3-pentafluoro-propyl)-malonamide as white solid.